Dataset: the Open Reaction Database (ORD), a public repository of structured organic reaction records. Task: describe an organic reaction: reactants, conditions, products, and yield Reactants: Intermediate 20, C(#C)C1=CC(=CC=C1)S(=O)(=O)CCC (1-ethynyl-3-(propane-1-sulfonyl)-benzene), C(#C)C1=CC(=CC=C1)S(=O)(=O)CCC (1-ethynyl-3-(propane-1-sulfonyl)-benzene), C(C)(C)(C)OC(COC1=C(C=C(C=C1)C(F)(F)F)Br)=O (tert-butyl[2-bromo-4-(trifluoromethyl)phenoxy]acetate), C(C)(C)(C)OC(COC1=C(C=C(C=C1)C(F)(F)F)Br)=O (tert-butyl[2-bromo-4-(trifluoromethyl)phenoxy]acetate). Yields the product C(C)(C)(C)OC(COC1=C(C=C(C=C1)C(F)(F)F)C#CC1=CC(=CC=C1)S(=O)(=O)CCC)=O (tert-butyl[2-{[3-(propylsulfonyl)phenyl]ethynyl}-4-(trifluoromethyl)phenoxy]acetate). Reaction SMILES: [C:1]([O:5][C:6](=[O:20])[CH2:7][O:8][C:9]1[CH:14]=[CH:13][C:12]([C:15]([F:18])([F:17])[F:16])=[CH:11][C:10]=1Br)([CH3:4])([CH3:3])[CH3:2].[C:21]([C:23]1[CH:28]=[CH:27][CH:26]=[C:25]([S:29]([CH2:32][CH2:33][CH3:34])(=[O:31])=[O:30])[CH:24]=1)#[CH:22]>>[C:1]([O:5][C:6](=[O:20])[CH2:7][O:8][C:9]1[CH:14]=[CH:13][C:12]([C:15]([F:18])([F:17])[F:16])=[CH:11][C:10]=1[C:22]#[C:21][C:23]1[CH:28]=[CH:27][CH:26]=[C:25]([S:29]([CH2:32][CH2:33][CH3:34])(=[O:31])=[O:30])[CH:24]=1)([CH3:4])([CH3:3])[CH3:2]. Procedure details: Following the general method as outlined in Intermediate 20, starting from tert-butyl[2-bromo-4-(trifluoromethyl)phenoxy]acetate (Intermediate 35) and 1-ethynyl-3-(propane-1-sulfonyl)-benzene (Intermediate 42), the title compound was obtained as a colorless oil after purification by flash column chromatography (silica), eluting with cyclohexane containing increasing amounts of EtOAc Starting materials: CC(C)NCC1CC(n2ccc3c(N)ncnc32)C2OC(C)(C)OC12, C[Si](C)(C)CCOCn1c(CC2CC(C=O)C2)nc2cc(C(F)(F)F)ccc21, [Mg+2], [Na+], O=S(=O)([O-])[O-], O=C([O-])O. Product: CC(C)N(CCCCc1nc2cc(C(F)(F)F)ccc2n1COCC[Si](C)(C)C)CC1CC(n2ccc3c(N)ncnc32)C2OC(C)(C)OC12. As a reaction SMILES: [CH3:29][C:30]1([CH3:53])[O:31][CH:32]2[CH:33]([O:34]1)[CH:35]([CH2:48][NH:49][CH:50]([CH3:51])[CH3:52])[CH2:36][CH:37]2[n:38]1[cH:39][cH:40][c:41]2[c:42]1[n:43][cH:44][n:45][c:46]2[NH2:47].[F:1][C:2]([c:3]1[cH:4][c:5]2[c:6]([n:7]([CH2:17][O:18][CH2:19][CH2:20][Si:21]([CH3:22])([CH3:23])[CH3:24])[c:8]([CH2:10][CH:11]3[CH2:12][CH:13]([CH:15]=[O:16])[CH2:14]3)[n:9]2)[cH:25][cH:26]1)([F:27])[F:28].[Mg+2:54].[Na+:64].[O-:55][S:56]([O-:57])(=[O:58])=[O:59].[O-:60][C:61]([OH:62])=[O:63]>>[F:1][C:2]([c:3]1[cH:4][c:5]2[c:6]([n:7]([CH2:17][O:18][CH2:19][CH2:20][Si:21]([CH3:22])([CH3:23])[CH3:24])[c:8]([CH2:10][CH2:11][CH2:12][CH2:13][N:49]([CH2:48][CH:35]3[CH:33]4[CH:32]([O:31][C:30]([CH3:29])([CH3:53])[O:34]4)[CH:37]([n:38]4[cH:39][cH:40][c:41]5[c:42]4[n:43][cH:44][n:45][c:46]5[NH2:47])[CH2:36]3)[CH:50]([CH3:51])[CH3:52])[n:9]2)[cH:25][cH:26]1)([F:27])[F:28]. Starting materials: Cl.CNOC (N,O-Dimethylhydroxylamine hydrochloride), C1(CCCC1)CC(=O)Cl (Cyclopentanacetyl Chloride). Solvent: ClC(C)Cl (dichloroethane), ClC(C)Cl (dichloroethane). Conditions: temperature 0 celsius, time 30 minute. Product: CON(C(CC1CCCC1)=O)C (N-Methoxy-N-Methyl Cyclopentaneacetamide). Isolated yield 70.1%. As a reaction SMILES: Cl.[CH3:2][NH:3][O:4][CH3:5].[CH:6]1([CH2:11][C:12](Cl)=[O:13])[CH2:10][CH2:9][CH2:8][CH2:7]1>ClC(Cl)C>[CH3:5][O:4][N:3]([CH3:2])[C:12](=[O:13])[CH2:11][CH:6]1[CH2:10][CH2:9][CH2:8][CH2:7]1 |f:0.1|. Reported procedure: N,O-Dimethylhydroxylamine hydrochloride (13 g, 0.12mole) was stirred in 250 mls of dichloroethane and cooled to 0° C. under argon. Triethylanime (25 g, 0.25mole) was added dropwise over 15 minutes and the mixture stirred cold for 30 minutes. The acid chloride of Example A (15 g,0.1mole) was dissolved in dichloroethane (50 mls) and added at 0° C. over 1/2 hour to the mixture. The mixture was then stirred for an additional hour at 0° C. The mixture was allowed to warm to room temperature over 2 ho...